This data is from the Open Reaction Database (ORD), a public repository of structured organic reaction records. The task is: describe an organic reaction: reactants, conditions, products, and yield The reactants are NCCCC(OC)=O, COC1=CC=C(S(=O)(Cl)=O)C=C1OC. Reagents/catalysts: O=C([O-])O.[Na+] (NaHCO3). The solvent is O (water), OCCOCCOCCOCCOCCO (PEG400), CC(C)=O (acetone). Reaction conditions: temperature 25 celsius, pressure 100 psi, time 20 minute. Yields the product COC(=O)CCCNS(=O)(=O)c1ccc(OC)c(OC)c1. Yield: 90.0%. Starting materials: FC1=C(C=C(C=C1)OC)C=1C=CC(=NC1CC(C)(C)C)OCC=1C=C(OCC(=O)OCC)C=CC1 (ethyl 2-(3-(((5-(2-fluoro-5-methoxyphenyl)-6-neopentylpyridin-2-yl)oxy)methyl)phenoxy)acetate), [OH-].[Na+] (sodium hydroxide), C1CCOC1 (THF), Cl (hydrochloric acid). Solvent: CO (methanol). Conditions: temperature 80 celsius, time 30 minute. Product: CC(CC1=C(C=CC(=C1)OCC=1C=C(OCC(=O)O)C=CC1)C1=C(C=CC(=C1)OC)F)(C)C ((3-(((2-(2,2-dimethylpropyl)-2′-fluoro-5′-methoxybiphenyl-4-yl)oxy)methyl)phenoxy)acetic acid). As a reaction SMILES: [F:1][C:2]1[CH:7]=[CH:6][C:5]([O:8][CH3:9])=[CH:4][C:3]=1[C:10]1[CH:11]=[CH:12][C:13]([O:21][CH2:22][C:23]2[CH:24]=[C:25]([CH:33]=[CH:34][CH:35]=2)[O:26][CH2:27][C:28]([O:30]CC)=[O:29])=N[C:15]=1[CH2:16][C:17]([CH3:20])([CH3:19])[CH3:18].[OH-].[Na+].Cl.[CH2:39]1COCC1>CO>[CH3:18][C:17]([CH3:20])([CH3:19])[CH2:16][C:15]1[CH:39]=[C:13]([O:21][CH2:22][C:23]2[CH:24]=[C:25]([CH:33]=[CH:34][CH:35]=2)[O:26][CH2:27][C:28]([OH:30])=[O:29])[CH:12]=[CH:11][C:10]=1[C:3]1[CH:4]=[C:5]([O:8][CH3:9])[CH:6]=[CH:7][C:2]=1[F:1] |f:1.2|. Reported procedure: To a solution of ethyl 2-(3-(((5-(2-fluoro-5-methoxyphenyl)-6-neopentylpyridin-2-yl)oxy)methyl)phenoxy)acetate (102 mg) in THF (3.0 mL) and methanol (3.0 mL) was added 1N aqueous sodium hydroxide solution (0.97 mL), and the mixture was stirred at 80° C. for 30 min. To the reaction mixture was added 1N hydrochloric acid (1.0 mL), and the mixture was extracted with ethyl acetate. The extract was washed with saturated brine and dried over anhydrous sodium sulfate. The solvent was evaporated under r...